This data is from the Open Reaction Database (ORD), a public repository of structured organic reaction records. The task is: describe an organic reaction: reactants, conditions, products, and yield The reactants are C(C)OC(=O)C=1N=CSC1CN1C2=C(C=3C=C(C=CC13)C#N)C[C@@H](C2)NC(=O)OC(C)C (5-((S)-7-cyano-2-isopropoxycarbonylamino-2,3-dihydro-1H-cyclopenta[b]indol-4-ylmethyl)-thiazole-4-carboxylic acid ethyl ester), [Li+].[OH-] (LiOH), Cl (HCl). Solvent: CCO (EtOH), C1CCOC1 (THF). Reaction conditions: time 18 hour. Yields the product C(#N)C1=CC=2C3=C(N(C2C=C1)CC1=C(N=CS1)C(=O)O)C[C@H](C3)NC(=O)OC(C)C (5-((S)-7-cyano-2-isopropoxycarbonylamino-2,3-dihydro-1H-cyclopenta[b]indol-4-ylmethyl)-thiazole-4-carboxylic acid). Yield: 109.8%. As a reaction SMILES: C([O:3][C:4]([C:6]1[N:7]=[CH:8][S:9][C:10]=1[CH2:11][N:12]1[C:20]2[CH:19]=[CH:18][C:17]([C:21]#[N:22])=[CH:16][C:15]=2[C:14]2[CH2:23][C@H:24]([NH:26][C:27]([O:29][CH:30]([CH3:32])[CH3:31])=[O:28])[CH2:25][C:13]1=2)=[O:5])C.[Li+].[OH-].Cl>CCO.C1COCC1>[C:21]([C:17]1[CH:18]=[CH:19][C:20]2[N:12]([CH2:11][C:10]3[S:9][CH:8]=[N:7][C:6]=3[C:4]([OH:5])=[O:3])[C:13]3[CH2:25][C@@H:24]([NH:26][C:27]([O:29][CH:30]([CH3:32])[CH3:31])=[O:28])[CH2:23][C:14]=3[C:15]=2[CH:16]=1)#[N:22] |f:1.2|. Procedure details: Treat a mixture of 5-((S)-7-cyano-2-isopropoxycarbonylamino-2,3-dihydro-1H-cyclopenta[b]indol-4-ylmethyl)-thiazole-4-carboxylic acid ethyl ester (3.745 g, 8.28 mmol) in EtOH (100 mL) and THF (40 mL) with 5 M LiOH (8.3 mL, 41.4 mmol) and stir at room temperature for 18 h. Add 5 N HCl (9 mL) bringing pH to 2. Concentrate the reaction mixture by rotavap, extract into EtOAc (3×330 mL), dry organics (MgSO4), filter, and concentrate to give 3.86 g (>100%) of 5-((S)-7-cyano-2-isopropoxycarbonylamino-2,... The reactants are CC1(CCSC2=CC=C(C=C12)C#C)C (4,4-dimethyl-6-ethynylthiochroman), BrC1=CC=C(S1)C(=O)OCC (ethyl 5-bromothiophene-2-carboxylate). The product is CC1(CCSC2=CC=C(C=C12)C#CC1=CC=C(S1)C(=O)OCC)C (Ethyl 5-(2-(4,4-dimethyl-thiochroman-6-yl)ethynyl)-thiophene-2-carboxylate). As a reaction SMILES: [CH3:1][C:2]1([CH3:14])[C:11]2[C:6](=[CH:7][CH:8]=[C:9]([C:12]#[CH:13])[CH:10]=2)[S:5][CH2:4][CH2:3]1.Br[C:16]1[S:20][C:19]([C:21]([O:23][CH2:24][CH3:25])=[O:22])=[CH:18][CH:17]=1>>[CH3:1][C:2]1([CH3:14])[C:11]2[C:6](=[CH:7][CH:8]=[C:9]([C:12]#[C:13][C:16]3[S:20][C:19]([C:21]([O:23][CH2:24][CH3:25])=[O:22])=[CH:18][CH:17]=3)[CH:10]=2)[S:5][CH2:4][CH2:3]1. Reported procedure: Using the same general procedure described in the preceeding Example 11, but using instead 4,4-dimethyl-6-ethynylthiochroman and ethyl 5-bromothiophene-2-carboxylate, the title compound was synthesized. Reactants: 20.7, CN1C(=CC=C1)CCO (1-methyl-1H-pyrrole-2-ethanol), CC1=CC=C(C=C1)S(=O)(=O)Cl (4-methylbenzenesulfonyl chloride). Solvent: N1=CC=CC=C1 (pyridine). Conditions: time 6 hour. The product is 33.4, CC1=CC=C(C=C1)S(=O)(=O)OCCC=1N(C=CC1)C (2-(1-methyl-1H-pyrrol-2-yl)ethyl 4-methylbenzenesulfonate). Isolated yield 76.8%. As a reaction SMILES: [CH3:1][N:2]1[CH:6]=[CH:5][CH:4]=[C:3]1[CH2:7][CH2:8][OH:9].[CH3:10][C:11]1[CH:16]=[CH:15][C:14]([S:17](Cl)(=[O:19])=[O:18])=[CH:13][CH:12]=1>N1C=CC=CC=1>[CH3:10][C:11]1[CH:16]=[CH:15][C:14]([S:17]([O:9][CH2:8][CH2:7][C:3]2[N:2]([CH3:1])[CH:6]=[CH:5][CH:4]=2)(=[O:19])=[O:18])=[CH:13][CH:12]=1. Reported procedure: To a stirred and cooled (±5° C.) mixture of 20.7 parts of 1-methyl-1H-pyrrole-2-ethanol and 200 parts of dry pyridine are added portionwise 35.9 parts of 4-methylbenzenesulfonyl chloride. Upon completion, stirring is continued for 6 hours at about 5° C. The reaction mixture is allowed to stand overnight at 0° C. and poured onto water. The product is extracted with benzene. The extract is washed successively with a 20% hydrochloric acid solution, water, a 10% sodium carbonate solution and with wa... Starting materials: C(C(=O)Br)(=O)Br (oxalyl bromide), NCCCO (3-amino-1-propanol), CCOC(=O)C.O(C(C)C)C(C)C (EtOAc i-Pr2O), BrCCN(C=1C(=CC(=C(C(=O)O)C1)[N+](=O)[O-])[N+](=O)[O-])CCBr (5-[bis(2-bromoethyl)amino]-2,4-dinitrobenzoic acid). Reagents/catalysts: CN(C)C=O (DMF). Solvent: O (water), O (water), C1=CC=CC=C1 (benzene). Conditions: temperature 20 celsius, time 2 hour. Yields the product OCCCNC(C1=C(C=C(C(=C1)N(CCBr)CCBr)[N+](=O)[O-])[N+](=O)[O-])=O (N-(3-Hydroxypropyl)-5-[Bis(2-Bromoethyl)Amino]-2,4-Dinitrobenzamide). Reaction SMILES: [Br:1][CH2:2][CH2:3][N:4]([CH2:20][CH2:21][Br:22])[C:5]1[C:6]([N+:17]([O-:19])=[O:18])=[CH:7][C:8]([N+:14]([O-:16])=[O:15])=[C:9]([CH:13]=1)[C:10]([OH:12])=O.C(Br)(=O)C(Br)=O.[NH2:29][CH2:30][CH2:31][CH2:32][OH:33].CCOC(C)=O.O(C(C)C)C(C)C>C1C=CC=CC=1.CN(C=O)C.O>[OH:33][CH2:32][CH2:31][CH2:30][NH:29][C:10](=[O:12])[C:9]1[CH:13]=[C:5]([N:4]([CH2:3][CH2:2][Br:1])[CH2:20][CH2:21][Br:22])[C:6]([N+:17]([O-:19])=[O:18])=[CH:7][C:8]=1[N+:14]([O-:16])=[O:15] |f:3.4|. Procedure details: A suspension of powdered 5-[bis(2-bromoethyl)amino]-2,4-dinitrobenzoic acid (2) (1.10 g, 2.49 mmol) in benzene (170 mL) was treated at 20° C. with oxalyl bromide (1.10 mL, 11.7 mmol) and DMF (2 drops). The mixture was stirred at 20° C. for 2 h, then concentrated under reduced pressure, and re-evaporated to dryness in the presence of benzene under high vacuum. The resulting acid bromide was dissolved in Me2CO (20 mL) and the solution was treated at −5° C. with a cold solution of 3-amino-1-propano...